From a dataset of the Open Reaction Database (ORD), a public repository of structured organic reaction records. describe an organic reaction: reactants, conditions, products, and yield Reactants: FC=1C=C(OCC2=NC3=CC=CC=C3C=C2)C=CC1C1=NN(C=C1C1=CC=NC=C1)C (2-[3-Fluoro4-(1-methyl4-pyridin-4-yl-1H-pyrazol-3-yl)-phenoxymethyl]-quinoline), FC=1C=C(C=CC1C1=NN(C=C1C1=CC=NC=C1)CC(F)(F)F)O (3-Fluoro4-[4-pyridin4-yl-1-(2,2,2-trifluoro-ethyl)-1H-pyrazol-3-yl]-phenol), ClCC1=NC2=CC=CC=C2N=C1 (2-Chloromethyl-quinoxaline). The solvent is CC(=O)C (acetone). Product: FC=1C=C(OCC2=NC3=CC=CC=C3N=C2)C=CC1C1=NN(C=C1C1=CC=NC=C1)CC(F)(F)F (2-{3-Fluoro-4-[4-pyridin-4-yl-1-(2,2,2-trifluoro-ethyl)-1H-pyrazol-3-yl]-phenoxymethyl}-quinoxaline). RXN SMILES: FC1C=C(C=CC=1C1C(C2C=CN=CC=2)=CN(C)N=1)OCC1C=CC2C(=CC=CC=2)N=1.[F:32][C:33]1[CH:34]=[C:35]([OH:55])[CH:36]=[CH:37][C:38]=1[C:39]1[C:43]([C:44]2[CH:49]=[CH:48][N:47]=[CH:46][CH:45]=2)=[CH:42][N:41]([CH2:50][C:51]([F:54])([F:53])[F:52])[N:40]=1.Cl[CH2:57][C:58]1[CH:67]=[N:66][C:65]2[C:60](=[CH:61][CH:62]=[CH:63][CH:64]=2)[N:59]=1>CC(C)=O>[F:32][C:33]1[CH:34]=[C:35]([CH:36]=[CH:37][C:38]=1[C:39]1[C:43]([C:44]2[CH:49]=[CH:48][N:47]=[CH:46][CH:45]=2)=[CH:42][N:41]([CH2:50][C:51]([F:52])([F:53])[F:54])[N:40]=1)[O:55][CH2:57][C:58]1[CH:67]=[N:66][C:65]2[C:60](=[CH:61][CH:62]=[CH:63][CH:64]=2)[N:59]=1. Procedure details: Following the procedure for the preparation of 2-[3-Fluoro4-(1-methyl4-pyridin-4-yl-1H-pyrazol-3-yl)-phenoxymethyl]-quinoline but substituting 3-Fluoro4-[4-pyridin4-yl-1-(2,2,2-trifluoro-ethyl)-1H-pyrazol-3-yl]-phenol, 2-Chloromethyl-quinoxaline and acetone as the solvent provided the title compound. 1H NMR (400 MHz, CDCl3) δ 9.09 (s, 1 H), 8.46 (m, 2H), 8.15 (m, 1H), 8.09 (m, 1 H), 7.81 (m, 3H), 7.43 (t, J=8.7Hz, 1H), 7.12 (d, J=6.2 Hz, 2H), 6.93 (dd, J=7.9, 2.0 Hz, 1 H), 6.81 (dd, J=11.6, 2.5 ... Starting materials: BrC1=CC=2C(C3=CC(=CC=C3C2C=C1)Br)(CCCCCC)CCCCCC (2,7-dibromo-9,9-dihexylfluorene), C(CCC)[Sn](C=1SC=CC1)(CCCC)CCCC (2-tributylstannylthiophene), C([O-])([O-])=O.[Na+].[Na+] (sodium carbonate), C1(=CC=CC=C1)C (toluene). Reagents/catalysts: C=1C=CC(=CC1)[P](C=2C=CC=CC2)(C=3C=CC=CC3)[Pd]([P](C=4C=CC=CC4)(C=5C=CC=CC5)C=6C=CC=CC6)([P](C=7C=CC=CC7)(C=8C=CC=CC8)C=9C=CC=CC9)[P](C=1C=CC=CC1)(C=1C=CC=CC1)C=1C=CC=CC1 (tetrakis(triphenylphosphine)palladium). Solvent: C(C)O (ethanol). Conditions: time 1 hour. The product is BrC1=CC=C2C=3C=CC(=CC3C(C2=C1)(CCCCCC)CCCCCC)C=1SC=CC1 (2-(7-Bromo-9,9-dihexylfluoren-2-yl)-thiophene). Reaction SMILES: [Br:1][C:2]1[CH:14]=[CH:13][C:12]2[C:11]3[C:6](=[CH:7][C:8](Br)=[CH:9][CH:10]=3)[C:5]([CH2:22][CH2:23][CH2:24][CH2:25][CH2:26][CH3:27])([CH2:16][CH2:17][CH2:18][CH2:19][CH2:20][CH3:21])[C:4]=2[CH:3]=1.C([Sn](CCCC)(CCCC)[C:33]1[S:34][CH:35]=[CH:36][CH:37]=1)CCC.C(=O)([O-])[O-].[Na+].[Na+].C1(C)C=CC=CC=1>C1C=CC([P]([Pd]([P](C2C=CC=CC=2)(C2C=CC=CC=2)C2C=CC=CC=2)([P](C2C=CC=CC=2)(C2C=CC=CC=2)C2C=CC=CC=2)[P](C2C=CC=CC=2)(C2C=CC=CC=2)C2C=CC=CC=2)(C2C=CC=CC=2)C2C=CC=CC=2)=CC=1.C(O)C>[Br:1][C:2]1[CH:3]=[C:4]2[C:12]([C:11]3[CH:10]=[CH:9][C:8]([C:33]4[S:34][CH:35]=[CH:36][CH:37]=4)=[CH:7][C:6]=3[C:5]2([CH2:22][CH2:23][CH2:24][CH2:25][CH2:26][CH3:27])[CH2:16][CH2:17][CH2:18][CH2:19][CH2:20][CH3:21])=[CH:13][CH:14]=1 |f:2.3.4,^1:62,64,83,102|. Procedure: A mixture of 2,7-dibromo-9,9-dihexylfluorene (7) (8.0 g, 16 mmol), 2-tributylstannylthiophene (2.98 g, 8.0 mmol), tetrakis(triphenylphosphine)palladium (0) (200 mg, 1.73×10′ mol) aqueous sodium carbonate (2M, 2 cm3), toluene (5 cm3) and ethanol (2 cm3) was heated under reflux for 24 h under argon. Toluene and ethanol were removed and hexane (10 cm3) and aqueous KI (2%, 10 cm3) added and the mixture stirred vigorously for 1 h. Diethyl ether (10 cm3) and dilute HCl(nq) (3M, 10 cm3) were added, the... Starting materials: [H-].[Na+] (NaH), N[C@@H]1CN(CC1)C(=O)OC(C)(C)C ((S)-tert-butyl 3-aminopyrrolidine-1-carboxylate), ClC1=NC(=CC2=CC=CC=C12)C#N (1-chloroisoquinoline-3-carbonitrile). The solvent is CN1CCCC1=O (NMP). Reaction conditions: temperature 140 celsius, time 1 hour. Product: C(#N)C=1N=C(C2=CC=CC=C2C1)N[C@@H]1CN(CC1)C(=O)OC(C)(C)C ((S)-tert-butyl 3-((3-cyanoisoquinolin-1-yl)amino)pyrrolidine-1-carboxylate). RXN SMILES: [NH2:1][C@H:2]1[CH2:6][CH2:5][N:4]([C:7]([O:9][C:10]([CH3:13])([CH3:12])[CH3:11])=[O:8])[CH2:3]1.[H-].[Na+].Cl[C:17]1[C:26]2[C:21](=[CH:22][CH:23]=[CH:24][CH:25]=2)[CH:20]=[C:19]([C:27]#[N:28])[N:18]=1>CN1C(=O)CCC1>[C:27]([C:19]1[N:18]=[C:17]([NH:1][C@H:2]2[CH2:6][CH2:5][N:4]([C:7]([O:9][C:10]([CH3:13])([CH3:12])[CH3:11])=[O:8])[CH2:3]2)[C:26]2[C:21]([CH:20]=1)=[CH:22][CH:23]=[CH:24][CH:25]=2)#[N:28] |f:1.2|. Procedure: A mixture of (S)-tert-butyl 3-aminopyrrolidine-1-carboxylate (434 mg, 2.333 mmol) in NMP (2.5 mL) at 0° C. was treated with NaH (93 mg, 2.333 mmol) and stirred for 1 hour. Next, 1-chloroisoquinoline-3-carbonitrile (400 mg, 2.121 mmol) was added and the reaction mixture was stirred at RT for 15 minutes and then heated at 140° C. for 15 minutes in a microwave reactor. The crude reaction mixture, which contained the title compound, was used without further purification. ESI-MS m/z [M+H]+ 339.4.